From a dataset of the Open Reaction Database (ORD), a public repository of structured organic reaction records. describe an organic reaction: reactants, conditions, products, and yield The reactants are C#Cc1ccc(C(F)(F)F)cc1, CCCCCCC, CCOC(C)=O, Cc1ccc(S(=O)(=O)Oc2cccnc2)cc1. Yields the product FC(F)(F)c1ccc(C#Cc2cccnc2)cc1. As a reaction SMILES: [C:18](#[CH:19])[c:20]1[cH:21][cH:22][c:23]([C:26]([F:27])([F:28])[F:29])[cH:24][cH:25]1.[CH3:30][CH2:31][CH2:32][CH2:33][CH2:34][CH2:35][CH3:36].[CH3:37][CH2:38][O:39][C:40]([CH3:41])=[O:42].[n:1]1[cH:2][c:3]([O:7][S:8]([c:9]2[cH:10][cH:11][c:12]([CH3:13])[cH:14][cH:15]2)(=[O:16])=[O:17])[cH:4][cH:5][cH:6]1>>[n:1]1[cH:2][c:3]([C:19]#[C:18][c:20]2[cH:21][cH:22][c:23]([C:26]([F:27])([F:28])[F:29])[cH:24][cH:25]2)[cH:4][cH:5][cH:6]1.